This data is from the Open Reaction Database (ORD), a public repository of structured organic reaction records. The task is: describe an organic reaction: reactants, conditions, products, and yield Reactants: [N-]=[N+]=[N-].[Na+] (Sodium azide), CS(=O)(=O)O[C@H](CCCCN1C(=O)N(C=2N=CN(C2C1=O)C)C)C ((S)-1-(5-methanesulfonyloxyhexyl)-3,7-dimethylxanthine), O (water). Solvent: CS(=O)C (dimethylsulfoxide). Reaction conditions: temperature 50 celsius, time 12 hour. Yields the product N(=[N+]=[N-])[C@@H](CCCCN1C(=O)N(C=2N=CN(C2C1=O)C)C)C ((R)-1-(5-azidohexyl)-3,7-dimethylxanthine). Isolated yield 78.8%. As a reaction SMILES: [N-:1]=[N+:2]=[N-:3].[Na+].CS(O[C@@H:10]([CH3:28])[CH2:11][CH2:12][CH2:13][CH2:14][N:15]1[C:24](=[O:25])[C:23]2[N:22]([CH3:26])[CH:21]=[N:20][C:19]=2[N:18]([CH3:27])[C:16]1=[O:17])(=O)=O.O>CS(C)=O>[N:1]([C@H:10]([CH3:28])[CH2:11][CH2:12][CH2:13][CH2:14][N:15]1[C:24](=[O:25])[C:23]2[N:22]([CH3:26])[CH:21]=[N:20][C:19]=2[N:18]([CH3:27])[C:16]1=[O:17])=[N+:2]=[N-:3] |f:0.1|. Procedure details: Sodium azide (7.11 g, 0.1 mol) was added to a solution of (S)-1-(5-methanesulfonyloxyhexyl)-3,7-dimethylxanthine (19.6 g, 54 mmol) in dimethylsulfoxide (100 ml) and stirred at 50° C. for 12 hours. The mixture was treated with water (200 ml) and extracted with ethyl acetate (3x 100 ml). The combined extracts were washed with water (125 ml), with saturated aqueous sodium chloride solution (150 ml), dried over magnesium sulfate and concentrated under reduced pressure. The residue was purified by fl...